From a dataset of the Open Reaction Database (ORD), a public repository of structured organic reaction records. describe an organic reaction: reactants, conditions, products, and yield Starting materials: OC(C(=O)OCC)C(C)=O (Ethyl 2-hydroxy-3-oxobutyrate), CC1=CC=C(CCl)C=C1 (4-methylbenzyl chloride), C([O-])([O-])=O.[K+].[K+] (potassium carbonate), CN(C=O)C (N,N-dimethylformamide). The solvent is C(C)(=O)OCC (ethyl acetate). The product is CC1=CC=C(CON=C(C(=O)OCC)C(C)=O)C=C1 (ethyl 2-(4-methylbenzyloxyimino)-3-oxobutyrate). As a reaction SMILES: O[CH:2]([C:8](=[O:10])[CH3:9])[C:3]([O:5][CH2:6][CH3:7])=[O:4].[CH3:11][C:12]1[CH:19]=[CH:18][C:15](CCl)=[CH:14][CH:13]=1.[C:20](=[O:23])([O-])[O-].[K+].[K+].C[N:27](C)C=O>C(OCC)(=O)C>[CH3:11][C:12]1[CH:19]=[CH:18][C:15]([CH2:20][O:23][N:27]=[C:2]([C:8](=[O:10])[CH3:9])[C:3]([O:5][CH2:6][CH3:7])=[O:4])=[CH:14][CH:13]=1 |f:2.3.4|. Procedure details: Ethyl 2-hydroxy-3-oxobutyrate (syn isomer, 75.91 g.), 4-methylbenzyl chloride (51.59 g.), potassium carbonate (71 g.), N,N-dimethylformamide (50 ml.) and ethyl acetate (50 ml.) were treated in a similar manner to that of Example A-(1) to give ethyl 2-(4-methylbenzyloxyimino)-3-oxobutyrate (syn isomer, 74.08 g), oil. Reactants: CN(Cc1ccccc1)c1cc(Br)nc(Oc2cccc(C(F)(F)F)c2)c1, [Li]CCCC, CCOCC, O=C=O. The product is CN(Cc1ccccc1)c1cc(Oc2cccc(C(F)(F)F)c2)nc(C(=O)O)c1. As a reaction SMILES: [Br:1][c:2]1[n:3][c:4]([O:17][c:18]2[cH:19][c:20]([C:24]([F:25])([F:26])[F:27])[cH:21][cH:22][cH:23]2)[cH:5][c:6]([N:8]([CH2:9][c:10]2[cH:11][cH:12][cH:13][cH:14][cH:15]2)[CH3:16])[cH:7]1.[CH3:28][CH2:29][CH2:30][CH2:31][Li:32].[CH3:36][CH2:37][O:38][CH2:39][CH3:40].[O:33]=[C:34]=[O:35]>>[c:2]1([C:34](=[O:33])[OH:35])[n:3][c:4]([O:17][c:18]2[cH:19][c:20]([C:24]([F:25])([F:26])[F:27])[cH:21][cH:22][cH:23]2)[cH:5][c:6]([N:8]([CH2:9][c:10]2[cH:11][cH:12][cH:13][cH:14][cH:15]2)[CH3:16])[cH:7]1. The reactants are FC1=C(C=C(C=C1)S(=O)(=O)C)[N+](=O)[O-] (1-fluoro-4-(methylsulfonyl)-2-nitrobenzene), C(=O)(OC(C)(C)C)NC1CCNCC1 (4-(N-Boc-amino) piperidine), TEA. The product is CS(=O)(=O)C1=CC(=C(C=C1)N1CCC(CC1)NC(OC(C)(C)C)=O)[N+](=O)[O-] (tert-butyl 1-(4-(methylsulfonyl)-2-nitrophenyl)piperidin-4-ylcarbamate). Reaction SMILES: F[C:2]1[CH:7]=[CH:6][C:5]([S:8]([CH3:11])(=[O:10])=[O:9])=[CH:4][C:3]=1[N+:12]([O-:14])=[O:13].[C:15]([NH:22][CH:23]1[CH2:28][CH2:27][NH:26][CH2:25][CH2:24]1)([O:17][C:18]([CH3:21])([CH3:20])[CH3:19])=[O:16]>>[CH3:11][S:8]([C:5]1[CH:6]=[CH:7][C:2]([N:26]2[CH2:25][CH2:24][CH:23]([NH:22][C:15](=[O:16])[O:17][C:18]([CH3:20])([CH3:19])[CH3:21])[CH2:28][CH2:27]2)=[C:3]([N+:12]([O-:14])=[O:13])[CH:4]=1)(=[O:10])=[O:9]. Procedure details: Method 1 was followed using 1-fluoro-4-(methylsulfonyl)-2-nitrobenzene (1.0 eq), 4-(N-Boc-amino) piperidine (1.1 eq), and TEA (2.0 eq) at 55° C. for 24 hours yielding tert-butyl 1-(4-(methylsulfonyl)-2-nitrophenyl)piperidin-4-ylcarbamate. LCMS (m/z): 400.1 (MH+); LC Rt=2.83 min.